This data is from the Open Reaction Database (ORD), a public repository of structured organic reaction records. The task is: describe an organic reaction: reactants, conditions, products, and yield Reactants: CCN(CC)S(F)(F)F, CCc1ncnc(NC2CCC(C(C)(C)O)CC2)c1Cl, ClCCl, O. Yields the product C=C(C)C1CCC(Nc2ncnc(CC)c2Cl)CC1. Reaction SMILES: [CH2:1]([N:2]([S:3]([F:4])([F:5])[F:6])[CH2:7][CH3:8])[CH3:9].[Cl:10][c:11]1[c:12]([NH:19][CH:20]2[CH2:21][CH2:22][CH:23]([C:26]([CH3:27])([CH3:28])[OH:29])[CH2:24][CH2:25]2)[n:13][cH:14][n:15][c:16]1[CH2:17][CH3:18].[Cl:31][CH2:32][Cl:33].[OH2:30]>>[Cl:10][c:11]1[c:12]([NH:19][CH:20]2[CH2:21][CH2:22][CH:23]([C:26](=[CH2:27])[CH3:28])[CH2:24][CH2:25]2)[n:13][cH:14][n:15][c:16]1[CH2:17][CH3:18].